This data is from the Open Reaction Database (ORD), a public repository of structured organic reaction records. The task is: describe an organic reaction: reactants, conditions, products, and yield Reactants: IC1CN(C1)C(=O)OC(C)(C)C (tert-Butyl 3-iodoazetidine-1-carboxylate), CN (methylamine). Reaction conditions: temperature 100 celsius. Solvent: C(C)O (ethanol). Procedure details: tert-Butyl 3-iodoazetidine-1-carboxylate (EP 1176142, pg. 23, ex. 2 (i)) (2.0 g, 7.07 mmol) was added to 33% methylamine in ethanol (45 mL) and the reaction mixture heated in a sealed vessel at 100° C. for 24 hours. The reaction mixture was concentrated in vacuo and the residue partitioned between ethyl acetate and 1M aqueous sodium hydroxide. The organic layer was separated and washed with brine, dried over magnesium sulphate and concentrated in vacuo. The crude product was purified by column c... Yields the product N (ammonia), CNC1CN(C1)C(=O)OC(C)(C)C (tert-Butyl 3-(methylamino)azetidine-1-carboxylate). Reaction SMILES: I[CH:2]1[CH2:5][N:4]([C:6]([O:8][C:9]([CH3:12])([CH3:11])[CH3:10])=[O:7])[CH2:3]1.[CH3:13][NH2:14]>C(O)C>[NH3:4].[CH3:13][NH:14][CH:2]1[CH2:5][N:4]([C:6]([O:8][C:9]([CH3:12])([CH3:11])[CH3:10])=[O:7])[CH2:3]1.